Dataset: the Open Reaction Database (ORD), a public repository of structured organic reaction records. Task: describe an organic reaction: reactants, conditions, products, and yield Reactants: OC1=CC=C(C2=CC=CC=C12)NC(C)=O (N-(4-hydroxynaphthalen-1-yl)acetamide), ClC1=NC(=CN=C1)Cl (2,6-dichloropyrazine). Product: ClC1=CN=CC(=N1)OC1=CC=C(C2=CC=CC=C12)NC(C)=O (N-(4-(6-Chloropyrazin-2-yloxy)naphthalen-1-yl)acetamide). The yield is 68.2%. Reaction SMILES: [OH:1][C:2]1[C:11]2[C:6](=[CH:7][CH:8]=[CH:9][CH:10]=2)[C:5]([NH:12][C:13](=[O:15])[CH3:14])=[CH:4][CH:3]=1.[Cl:16][C:17]1[CH:22]=[N:21][CH:20]=[C:19](Cl)[N:18]=1>>[Cl:16][C:17]1[N:18]=[C:19]([O:1][C:2]2[C:11]3[C:6](=[CH:7][CH:8]=[CH:9][CH:10]=3)[C:5]([NH:12][C:13](=[O:15])[CH3:14])=[CH:4][CH:3]=2)[CH:20]=[N:21][CH:22]=1. Procedure: Method DD was followed (in a round-bottomed flask, reaction time: 20 hours) with N-(4-hydroxynaphthalen-1-yl)acetamide (1.22 g, 6.08 mmol) and 2,6-dichloropyrazine (1.09 g, 7.30 mmol). The DMF was evaporated in vacuo. The resulting crude was dissolved in a mixture (hot) of AcOEt (25 mL) and acetone (175 mL) and filtered. The volume of the filtrate was reduced to 100 mL and this filtrate crystallised upon storage at low temperature to yield the title compound (1.30 g). Yield: 68%. 1H NMR (500 MHz... Starting materials: [H-].[Na+] (sodium hydride), ice water, FC1=CC=C(CN2C(=NC(C3=CC=CC=C23)=O)NC)C=C1 (1-(4'-fluorobenzyl)-2-methylamino-quinazolin-4(1H)-one), CI (methyliodide). Solvent: CC(=O)N(C)C (dimethylacetamide). Reaction conditions: time 30 minute. The product is FC1=CC=C(CN2C(=NC(C3=CC=CC=C23)=O)N(C)C)C=C1 (1-(4'-fluorobenzyl)-2-dimethylamino-quinazolin-4(1H)-one). As a reaction SMILES: [H-].[Na+].[F:3][C:4]1[CH:23]=[CH:22][C:7]([CH2:8][N:9]2[C:18]3[C:13](=[CH:14][CH:15]=[CH:16][CH:17]=3)[C:12](=[O:19])[N:11]=[C:10]2[NH:20][CH3:21])=[CH:6][CH:5]=1.[CH3:24]I>CC(N(C)C)=O>[F:3][C:4]1[CH:5]=[CH:6][C:7]([CH2:8][N:9]2[C:18]3[C:13](=[CH:14][CH:15]=[CH:16][CH:17]=3)[C:12](=[O:19])[N:11]=[C:10]2[N:20]([CH3:24])[CH3:21])=[CH:22][CH:23]=1 |f:0.1|. Reported procedure: To a suspension of 0.4 g. of sodium hydride in 25 ml. of dimethylacetamide is added 2.0 g. of 1-(4'-fluorobenzyl)-2-methylamino-quinazolin-4(1H)-one. The resulting mixture is stirred for 30 minutes at room temperature and there is then added 1.5 g. of methyliodide. The resulting mixture is stirred at room temperature for 3 days, poured over ice/water, extracted twice with methylene chloride, washed twice with water, dried and evaporated in vacuo. The residue is dissolved in methylene chloride an...